Dataset: the Open Reaction Database (ORD), a public repository of structured organic reaction records. Task: describe an organic reaction: reactants, conditions, products, and yield Reactants: C1CCOC1, CN(C)CCN(C)C, [Li]CCCC, Clc1nc(N2CCOCC2)c2ncn(C3CCCCO3)c2n1, ClCCI. Product: Clc1nc(N2CCOCC2)c2nc(I)n(C3CCCCO3)c2n1. As a reaction SMILES: [CH2:40]1[O:41][CH2:42][CH2:43][CH2:44]1.[CH3:23][N:24]([CH3:25])[CH2:26][CH2:27][N:28]([CH3:29])[CH3:30].[CH3:31][CH2:32][CH2:33][CH2:34][Li:35].[Cl:1][c:2]1[n:3][c:4]([N:17]2[CH2:18][CH2:19][O:20][CH2:21][CH2:22]2)[c:5]2[n:6][cH:7][n:8]([CH:11]3[O:12][CH2:13][CH2:14][CH2:15][CH2:16]3)[c:9]2[n:10]1.[Cl:36][CH2:37][CH2:38][I:39]>>[Cl:1][c:2]1[n:3][c:4]([N:17]2[CH2:18][CH2:19][O:20][CH2:21][CH2:22]2)[c:5]2[n:6][c:7]([I:39])[n:8]([CH:11]3[O:12][CH2:13][CH2:14][CH2:15][CH2:16]3)[c:9]2[n:10]1. The reactants are [H-].[Na+] (sodium hydride), BrC=1C=C2C(=NC1)C(=CN2)C#N (6-bromo-1H-pyrrolo[3,2-b]pyridine-3-carbonitrile), BrCC1CCOCC1 (4-(bromomethyl)tetrahydro-2H-pyran). Run in C(C)(=O)OCC (ethyl acetate), CN(C=O)C (N,N-dimethylformamide). Reaction conditions: temperature 100 celsius. The product is BrC=1C=C2C(=NC1)C(=CN2CC2CCOCC2)C#N (6-bromo-1-((tetrahydro-2H-pyran-4-yl)methyl)-1H-pyrrolo[3,2-b]pyridine-3-carbonitrile). Reaction SMILES: [Br:1][C:2]1[CH:3]=[C:4]2[NH:10][CH:9]=[C:8]([C:11]#[N:12])[C:5]2=[N:6][CH:7]=1.[H-].[Na+].Br[CH2:16][CH:17]1[CH2:22][CH2:21][O:20][CH2:19][CH2:18]1>CN(C)C=O.C(OCC)(=O)C>[Br:1][C:2]1[CH:3]=[C:4]2[N:10]([CH2:16][CH:17]3[CH2:22][CH2:21][O:20][CH2:19][CH2:18]3)[CH:9]=[C:8]([C:11]#[N:12])[C:5]2=[N:6][CH:7]=1 |f:1.2|. Procedure: To mixture of 6-bromo-1H-pyrrolo[3,2-b]pyridine-3-carbonitrile (500 mg, 2.252 mmol) in N,N-dimethylformamide (4.5 mL) was added sodium hydride (60% dispersion in mineral oil) (59.4 mg, 2.477 mmol) followed by 4-(bromomethyl)tetrahydro-2H-pyran (444 mg, 2.477 mmol). The mixture was heated at 100° C. for 2 hours. The reaction was diluted with 50 mL of ethyl acetate and the organic mixture was washed with a solution of aqueous sodium bicarbonate (1×50 mL), water (1×50 mL), and brine (1×30 mL), drie... The reactants are O=C([O-])[O-], C#CC(=O)OCC, C1CCOC1, Clc1ccc(I)cc1, [Cs+], [Cs+], [Cu]I, Cl[Pd]Cl, c1ccc(P(c2ccccc2)c2ccccc2)cc1, c1ccc(P(c2ccccc2)c2ccccc2)cc1. Yields the product CCOC(=O)C#Cc1ccc(Cl)cc1. Reaction SMILES: [C:9](=[O:10])([O-:11])[O-:12].[CH2:15]([CH3:16])[O:17][C:18]([C:19]#[CH:20])=[O:21].[CH2:65]1[O:66][CH2:67][CH2:68][CH2:69]1.[Cl:1][c:2]1[cH:3][cH:4][c:5]([I:8])[cH:6][cH:7]1.[Cs+:13].[Cs+:14].[Cu:63][I:64].[Pd:22]([Cl:23])[Cl:24].[c:25]1([P:26]([c:27]2[cH:28][cH:29][cH:30][cH:31][cH:32]2)[c:33]2[cH:34][cH:35][cH:36][cH:37][cH:38]2)[cH:39][cH:40][cH:41][cH:42][cH:43]1.[c:44]1([P:45]([c:46]2[cH:47][cH:48][cH:49][cH:50][cH:51]2)[c:52]2[cH:53][cH:54][cH:55][cH:56][cH:57]2)[cH:58][cH:59][cH:60][cH:61][cH:62]1>>[Cl:1][c:2]1[cH:3][cH:4][c:5]([C:20]#[C:19][C:18]([O:17][CH2:15][CH3:16])=[O:21])[cH:6][cH:7]1. Starting materials: Cl (HCl), O=C1N(CCCC1C1=CC=CC=C1)CC(=O)O (2-(2-oxo-3-phenylpiperidin-1-yl)acetic acid), Cl.FC=1C=C2CNCC2=CC1 (5-fluoroisoindoline hydrochloride), C(C)N=C=NCCCN(C)C (N1-((ethylimino)methylene)-N3,N3-dimethylpropane-1,3-diamine). The solvent is ClCCl (dichloromethane). Reaction conditions: time 8 hour. Product: FC=1C=C2CN(CC2=CC1)C(CN1C([C@@H](CCC1)C1=CC=CC=C1)=O)=O ((3S)-1-[2-(5-fluoro-1,3-dihydro-2H-isoindol-2-yl)-2-oxoethyl]-3-phenylpiperidin-2-one). RXN SMILES: [O:1]=[C:2]1[CH:7]([C:8]2[CH:13]=[CH:12][CH:11]=[CH:10][CH:9]=2)[CH2:6][CH2:5][CH2:4][N:3]1[CH2:14][C:15]([OH:17])=O.Cl.[F:19][C:20]1[CH:21]=[C:22]2[C:26](=[CH:27][CH:28]=1)[CH2:25][NH:24][CH2:23]2.C(N=C=NCCCN(C)C)C.Cl>ClCCl>[F:19][C:20]1[CH:21]=[C:22]2[C:26](=[CH:27][CH:28]=1)[CH2:25][N:24]([C:15](=[O:17])[CH2:14][N:3]1[CH2:4][CH2:5][CH2:6][C@@H:7]([C:8]3[CH:9]=[CH:10][CH:11]=[CH:12][CH:13]=3)[C:2]1=[O:1])[CH2:23]2 |f:1.2|. Procedure details: To a suspension of 2-(2-oxo-3-phenylpiperidin-1-yl)acetic acid (4.43 g, 18.99 mmol; Example 91D) and 5-fluoroisoindoline hydrochloride (3.63 g, 20.89 mmol) in dichloromethane (30 mL) was added N1-((ethylimino)methylene)-N3,N3-dimethylpropane-1,3-diamine (5.04 mL, 28.5 mmol). After a few minutes, a dark brown solution resulted. The reaction was stirred overnight then poured into 1 N HCl (100 mL). The product was extracted into dichloromethane (3×100 mL). The combined extracts were washed with bri... Procedure details: A mixture of 2-hydroxy-3-[N-[(4-methylphenyl)sulfonyl]-amino]-2,4,6-cycloheptatrien-1-one (14.5 g), potassium carbonate (12.5 g), dimethyl sulfate (12.5 g) and 2-butanone (145 ml) is heated at reflux for 1 hour. The mixture is filtered and the precipitate is washed with water and suspended in ethyl actate. Hydrochloric acid (10%) is added until the solution is acidic. The organic phase is collected and dried over sodium sulfate. Evaporation of the solvent and crystallization of the residue from ... The product is COC=1C(C(=CC=CC1)NS(=O)(=O)C1=CC=C(C=C1)C)=O (2-methoxy-7-[N-[(4-methylphenyl)sulfonyl]amino]-2,4,6-cycloheptatrien-1-one). The reactants are OC=1C(C=CC=CC1NS(=O)(=O)C1=CC=C(C=C1)C)=O (2-hydroxy-3-[N-[(4-methylphenyl)sulfonyl]-amino]-2,4,6-cycloheptatrien-1-one), C([O-])([O-])=O.[K+].[K+] (potassium carbonate), S(=O)(=O)(OC)OC (dimethyl sulfate). Solvent: CC(CC)=O (2-butanone). RXN SMILES: [OH:1][C:2]1[C:3](=[O:20])[CH:4]=[CH:5][CH:6]=[CH:7][C:8]=1[NH:9][S:10]([C:13]1[CH:18]=[CH:17][C:16]([CH3:19])=[CH:15][CH:14]=1)(=[O:12])=[O:11].[C:21](=O)([O-])[O-].[K+].[K+].S(OC)(OC)(=O)=O>CC(=O)CC>[CH3:21][O:20][C:3]1[C:2](=[O:1])[C:8]([NH:9][S:10]([C:13]2[CH:14]=[CH:15][C:16]([CH3:19])=[CH:17][CH:18]=2)(=[O:12])=[O:11])=[CH:7][CH:6]=[CH:5][CH:4]=1 |f:1.2.3|. Reactants: N#Cc1ccccc1-c1ccc(CBr)c(F)c1, O=C([O-])[O-], CCc1cc2c(=O)n(Cc3ccc(OC)cc3OC)c(=O)[nH]c2s1, CC#N, [K+], [K+]. Product: CCc1cc2c(=O)n(Cc3ccc(OC)cc3OC)c(=O)n(Cc3ccc(-c4ccccc4C#N)cc3F)c2s1. As a reaction SMILES: [Br:25][CH2:26][c:27]1[c:28]([F:41])[cH:29][c:30](-[c:33]2[c:34]([C:39]#[N:40])[cH:35][cH:36][cH:37][cH:38]2)[cH:31][cH:32]1.[C:42](=[O:43])([O-:44])[O-:45].[CH3:1][O:2][c:3]1[c:4]([CH2:5][n:6]2[c:7](=[O:18])[nH:8][c:9]3[c:10]([c:11]2=[O:12])[cH:13][c:14]([CH2:16][CH3:17])[s:15]3)[cH:19][cH:20][c:21]([O:23][CH3:24])[cH:22]1.[CH3:48][C:49]#[N:50].[K+:46].[K+:47]>>[CH3:1][O:2][c:3]1[c:4]([CH2:5][n:6]2[c:7](=[O:18])[n:8]([CH2:26][c:27]3[c:28]([F:41])[cH:29][c:30](-[c:33]4[c:34]([C:39]#[N:40])[cH:35][cH:36][cH:37][cH:38]4)[cH:31][cH:32]3)[c:9]3[c:10]([c:11]2=[O:12])[cH:13][c:14]([CH2:16][CH3:17])[s:15]3)[cH:19][cH:20][c:21]([O:23][CH3:24])[cH:22]1. Starting materials: CS(=O)(=O)O, CCOC(C)=O, CC(NCc1ccc(OCc2cccc(F)c2)cc1)C(N)=O. Product: CS(=O)(=O)O, CC(NCc1ccc(OCc2cccc(F)c2)cc1)C(N)=O. Reaction SMILES: [CH3:23][S:24]([OH:25])(=[O:26])=[O:27].[CH3:28][CH2:29][O:30][C:31](=[O:32])[CH3:33].[F:1][c:2]1[cH:3][c:4]([CH2:5][O:6][c:7]2[cH:8][cH:9][c:10]([CH2:11][NH:12][CH:13]([C:14](=[O:15])[NH2:16])[CH3:17])[cH:18][cH:19]2)[cH:20][cH:21][cH:22]1>>[CH3:23][S:24](=[O:25])(=[O:26])[OH:27].[F:1][c:2]1[cH:3][c:4]([CH2:5][O:6][c:7]2[cH:8][cH:9][c:10]([CH2:11][NH:12][CH:13]([C:14](=[O:15])[NH2:16])[CH3:17])[cH:18][cH:19]2)[cH:20][cH:21][cH:22]1.